This data is from the Open Reaction Database (ORD), a public repository of structured organic reaction records. The task is: describe an organic reaction: reactants, conditions, products, and yield Reactants: CC(=O)OC1CSC(Br)C(OC(C)=O)C1OC(C)=O, Cc1ccccc1, CC#N, [Cl-], [Cl-], O=[Zn], [Zn+2], Oc1ccc(-n2ccnc2)cc1. The product is CC(=O)OC1CSC(Oc2ccc(-n3ccnc3)cc2)C(OC(C)=O)C1OC(C)=O. Reaction SMILES: [C:1]([CH3:2])(=[O:3])[O:4][CH:5]1[CH:6]([Br:19])[S:7][CH2:8][CH:9]([O:15][C:16]([CH3:17])=[O:18])[CH:10]1[O:11][C:12]([CH3:13])=[O:14].[CH3:32][c:33]1[cH:34][cH:35][cH:36][cH:37][cH:38]1.[CH3:44][C:45]#[N:46].[Cl-:39].[Cl-:41].[O:42]=[Zn:43].[Zn+2:40].[n:20]1(-[c:25]2[cH:26][cH:27][c:28]([OH:31])[cH:29][cH:30]2)[cH:21][n:22][cH:23][cH:24]1>>[C:1]([CH3:2])(=[O:3])[O:4][CH:5]1[CH:6]([O:31][c:28]2[cH:27][cH:26][c:25](-[n:20]3[cH:21][n:22][cH:23][cH:24]3)[cH:30][cH:29]2)[S:7][CH2:8][CH:9]([O:15][C:16]([CH3:17])=[O:18])[CH:10]1[O:11][C:12]([CH3:13])=[O:14]. The reactants are CC1=CC(=NC=C1[N+](=O)[O-])OC1=CC=C(C=C1)CCC(=O)N1CCN(CC1)CC1=CC=2OCOC2C=C1 (3-(4-(4-methyl-5-nitropyridin-2-yloxy)phenyl)-1-(4-piperonylpiperazin-1-yl)propan-1-one), C(C)O (ethanol). Reagents/catalysts: [C].[Pd] (palladium-carbon). Run in O1CCOCC1 (dioxane). Conditions: time 8 hour. Yields the product NC=1C(=CC(=NC1)OC1=CC=C(C=C1)CCC(=O)N1CCN(CC1)CC1=CC=2OCOC2C=C1)C (3-(4-(5-amino-4-methylpyridin-2-yloxy)phenyl)-1-(4-piperonylpiperazin-1-yl)propan-1-one). RXN SMILES: [CH3:1][C:2]1[C:7]([N+:8]([O-])=O)=[CH:6][N:5]=[C:4]([O:11][C:12]2[CH:17]=[CH:16][C:15]([CH2:18][CH2:19][C:20]([N:22]3[CH2:27][CH2:26][N:25]([CH2:28][C:29]4[CH:37]=[CH:36][C:35]5[O:34][CH2:33][O:32][C:31]=5[CH:30]=4)[CH2:24][CH2:23]3)=[O:21])=[CH:14][CH:13]=2)[CH:3]=1.C(O)C>[C].[Pd].O1CCOCC1>[NH2:8][C:7]1[C:2]([CH3:1])=[CH:3][C:4]([O:11][C:12]2[CH:13]=[CH:14][C:15]([CH2:18][CH2:19][C:20]([N:22]3[CH2:23][CH2:24][N:25]([CH2:28][C:29]4[CH:37]=[CH:36][C:35]5[O:34][CH2:33][O:32][C:31]=5[CH:30]=4)[CH2:26][CH2:27]3)=[O:21])=[CH:16][CH:17]=2)=[N:5][CH:6]=1 |f:2.3|. Reported procedure: The 3-(4-(4-methyl-5-nitropyridin-2-yloxy)phenyl)-1-(4-piperonylpiperazin-1-yl)propan-1-one was dissolved in a mixed solvent consisting of ethanol (4 mL) and dioxane (1 mL). To this solution was added 10% palladium-carbon (0.034 g), and the resulting solution was subjected to catalytic reduction for 8 hours at atmospheric pressure and room temperature. The catalyst was removed by filtration, and the filtrate was concentrated under reduced pressure, and the residue was purified by silica gel chro... Reactants: ClC=1N=C(C2=C(N1)C=C(S2)CN2CCN(CC2)S(=O)(=O)C)N2CCOCC2 (2-Chloro-6-(4-methanesulfonyl-piperazin-1-ylmethyl)-4-morpholin-4-yl-thieno[3,2-d]pyrimidine), C(#N)C=1C=NC=C(C1)B1OC(C)(C)C(C)(C)O1 (3-cyanopyridine-5-boronic acid pinacol ester). The product is O1CCN(CC1)C=1C2=C(N=C(N1)C=1C=C(C=NC1)C#N)C=C(S2)CN2CCNCC2 (5-(4-morpholino-6-((piperazin-1-yl)methyl)thieno[3,2-d]pyrimidin-2-yl)pyridine-3-carbonitrile). RXN SMILES: Cl[C:2]1[N:3]=[C:4]([N:22]2[CH2:27][CH2:26][O:25][CH2:24][CH2:23]2)[C:5]2[S:10][C:9]([CH2:11][N:12]3[CH2:17][CH2:16][N:15](S(C)(=O)=O)[CH2:14][CH2:13]3)=[CH:8][C:6]=2[N:7]=1.[C:28]([C:30]1[CH:31]=[N:32][CH:33]=[C:34](B2OC(C)(C)C(C)(C)O2)[CH:35]=1)#[N:29]>>[O:25]1[CH2:26][CH2:27][N:22]([C:4]2[C:5]3[S:10][C:9]([CH2:11][N:12]4[CH2:17][CH2:16][NH:15][CH2:14][CH2:13]4)=[CH:8][C:6]=3[N:7]=[C:2]([C:34]3[CH:35]=[C:30]([C:28]#[N:29])[CH:31]=[N:32][CH:33]=3)[N:3]=2)[CH2:23][CH2:24]1. Procedure details: 2-Chloro-6-(4-methanesulfonyl-piperazin-1-ylmethyl)-4-morpholin-4-yl-thieno[3,2-d]pyrimidine, prepared via General Procedure B-3, was reacted with 3-cyanopyridine-5-boronic acid pinacol ester via General Procedure A. Purification on silica yielded 170. (400 MHz CDCl3): 2.68-2.71 (4H, m, CH2), 2.81 (3H, s, CH3), 3.30-3.32 (4H, m, CH2), 3.90-3.92 (6H, m, CH2), 4.06-4.08 (4H, m, CH2), 7.35 (1H, s, ar), 8.92 (1H, d (J=2.09), ar), 8.96-8.97 (1H, m, ar), 9.81 (1H, d (J=2.03), ar). MH+ 500.20 Reactants: CCOC(=O)N1c2c(N)cc(Cl)cc2C(N(Cc2cc(C(F)(F)F)cc(C(F)(F)F)c2)C(=O)OC)CC1C, CCOC(C)=O, ClCCl, COC(=O)Cl, c1ccncc1. Yields the product CCOC(=O)N1c2c(NC(=O)OC)cc(Cl)cc2C(N(Cc2cc(C(F)(F)F)cc(C(F)(F)F)c2)C(=O)OC)CC1C. As a reaction SMILES: [CH2:1]([CH3:2])[O:3][C:4](=[O:5])[N:6]1[CH:7]([CH3:38])[CH2:8][CH:9]([N:18]([C:19](=[O:20])[O:21][CH3:22])[CH2:23][c:24]2[cH:25][c:26]([C:34]([F:35])([F:36])[F:37])[cH:27][c:28]([C:30]([F:31])([F:32])[F:33])[cH:29]2)[c:10]2[cH:11][c:12]([Cl:17])[cH:13][c:14]([NH2:16])[c:15]21.[CH3:53][CH2:54][O:55][C:56](=[O:57])[CH3:58].[Cl:39][CH2:40][Cl:41].[Cl:48][C:49](=[O:50])[O:51][CH3:52].[cH:42]1[cH:43][cH:44][n:45][cH:46][cH:47]1>>[CH2:1]([CH3:2])[O:3][C:4](=[O:5])[N:6]1[CH:7]([CH3:38])[CH2:8][CH:9]([N:18]([C:19](=[O:20])[O:21][CH3:22])[CH2:23][c:24]2[cH:25][c:26]([C:34]([F:35])([F:36])[F:37])[cH:27][c:28]([C:30]([F:31])([F:32])[F:33])[cH:29]2)[c:10]2[cH:11][c:12]([Cl:17])[cH:13][c:14]([NH:16][C:49](=[O:50])[O:51][CH3:52])[c:15]21. Reactants: ClC=1C=C(C=CC1F)NC1=NC=NC2=CC(=C(C=C12)OCCCN1CC2C(C1)CN(C2)C(=O)OC(C)(C)C)OC (tert-butyl 5-(3-((4-((3-chloro-4-fluorophenyl)amino)-7-methoxyquinazolin-6-yl)oxy)propyl)hexahydropyrrolo[3,4-c]pyrrole-2(1H)-carboxylate), Cl (HCl). The solvent is C(Cl)Cl (DCM), CCOC(=O)C (EtOAc). Reaction conditions: time 6 hour. Product: ClC=1C=C(C=CC1F)NC1=NC=NC2=CC(=C(C=C12)OCCCN1CC2CNCC2C1)OC (N-(3-chloro-4-fluorophenyl)-6-(3-(hexahydropyrrolo[3,4-c]pyrrol-2(1H)-yl)propoxy)-7-methoxyquinazolin-4-amine). Isolated yield 92.7%. As a reaction SMILES: [Cl:1][C:2]1[CH:3]=[C:4]([NH:9][C:10]2[C:19]3[C:14](=[CH:15][C:16]([O:39][CH3:40])=[C:17]([O:20][CH2:21][CH2:22][CH2:23][N:24]4[CH2:28][CH:27]5[CH2:29][N:30](C(OC(C)(C)C)=O)[CH2:31][CH:26]5[CH2:25]4)[CH:18]=3)[N:13]=[CH:12][N:11]=2)[CH:5]=[CH:6][C:7]=1[F:8].Cl>C(Cl)Cl.CCOC(C)=O>[Cl:1][C:2]1[CH:3]=[C:4]([NH:9][C:10]2[C:19]3[C:14](=[CH:15][C:16]([O:39][CH3:40])=[C:17]([O:20][CH2:21][CH2:22][CH2:23][N:24]4[CH2:28][CH:27]5[CH:26]([CH2:31][NH:30][CH2:29]5)[CH2:25]4)[CH:18]=3)[N:13]=[CH:12][N:11]=2)[CH:5]=[CH:6][C:7]=1[F:8]. Procedure: To a solution of tert-butyl 5-(3-((4-((3-chloro-4-fluorophenyl)amino)-7-methoxyquinazolin-6-yl)oxy)propyl)hexahydropyrrolo[3,4-c]pyrrole-2(1H)-carboxylate (1.70 g) in DCM (30 mL) was added a solution of HCl in EtOAc. The reaction mixture was stirred at room temperature for 6 h and filtered to obtain the crude product. The crude product was recrystallized from MeOH/EA to give the title compound as a white solid (1.30 g, 80.00%), HPLC: 85.68%. The compound was characterized by the following spectr... Reactants: CCOC(=O)N1CCN(C(=O)C(N)CCC(=O)OC(C)(C)C)CC1, ClCCCl, CN(C)C=O, O, O=C(O)c1cc(O)n(-c2ccccc2)n1, On1nnc2ccccc21. The product is CCOC(=O)N1CCN(C(=O)C(CCC(=O)OC(C)(C)C)NC(=O)c2cc(O)n(-c3ccccc3)n2)CC1. RXN SMILES: [CH2:16]([CH3:17])[O:18][C:19](=[O:20])[N:21]1[CH2:22][CH2:23][N:24]([C:27]([CH:28]([CH2:29][CH2:30][C:31](=[O:32])[O:33][C:34]([CH3:35])([CH3:36])[CH3:37])[NH2:38])=[O:39])[CH2:25][CH2:26]1.[CH2:50]([Cl:51])[CH2:52][Cl:53].[O:54]=[CH:55][N:56]([CH3:57])[CH3:58].[OH2:59].[OH:1][c:2]1[cH:3][c:4]([C:13](=[O:14])[OH:15])[n:5][n:6]1-[c:7]1[cH:8][cH:9][cH:10][cH:11][cH:12]1.[OH:40][n:41]1[c:42]2[c:43]([cH:44][cH:45][cH:46][cH:47]2)[n:48][n:49]1>>[OH:1][c:2]1[cH:3][c:4]([C:13](=[O:15])[NH:38][CH:28]([C:27]([N:24]2[CH2:23][CH2:22][N:21]([C:19]([O:18][CH2:16][CH3:17])=[O:20])[CH2:26][CH2:25]2)=[O:39])[CH2:29][CH2:30][C:31](=[O:32])[O:33][C:34]([CH3:35])([CH3:36])[CH3:37])[n:5][n:6]1-[c:7]1[cH:8][cH:9][cH:10][cH:11][cH:12]1.